describe an organic reaction: reactants, conditions, products, and yield From a dataset of the Open Reaction Database (ORD), a public repository of structured organic reaction records. Starting materials: C1=2C=3CCCC3SC2N=CN=C1NC1CCC(CC1)NC(OC(C)(C)C)=O (tert-butyl N-[4-([7-thia-9,11-diazatricyclo[6.4.0.0^[2,6]]dodeca-1(8),2(6),9,11-tetraen-12-yl]amino)cyclohexyl]carbamate), [H-].[H-].[H-].[H-].[Al+3].[Li+] (lithium aluminium tetrahydride). Run in O1CCCC1 (tetrahydrofuran), O1CCCC1 (tetrahydrofuran). The product is CNC1CCC(CC1)NC1=NC=NC=2SC=3CCCC3C12 (1-N-methyl-4-N-[7-thia-9,11-diazatricyclo[6.4.0.0^[2,6]]dodeca-1(8), 2(6),9,11-tetraen-12-yl]cyclohexane-1,4-diamine). Isolated yield 100.5%. RXN SMILES: [C:1]12[C:12]([NH:13][CH:14]3[CH2:19][CH2:18][CH:17]([NH:20][C:21](=O)OC(C)(C)C)[CH2:16][CH2:15]3)=[N:11][CH:10]=[N:9][C:8]=1[S:7][C:6]1[CH2:5][CH2:4][CH2:3][C:2]2=1.[H-].[H-].[H-].[H-].[Al+3].[Li+]>O1CCCC1>[CH3:21][NH:20][CH:17]1[CH2:18][CH2:19][CH:14]([NH:13][C:12]2[C:1]3[C:2]4[CH2:3][CH2:4][CH2:5][C:6]=4[S:7][C:8]=3[N:9]=[CH:10][N:11]=2)[CH2:15][CH2:16]1 |f:1.2.3.4.5.6|. Procedure details: A solution of tert-butyl N-[4-([7-thia-9,11-diazatricyclo[6.4.0.0^[2,6]]dodeca-1(8),2(6),9,11-tetraen-12-yl]amino)cyclohexyl]carbamate (1.1 g, 2.83 mmol, 1.00 equiv) in tetrahydrofuran (20 mL) was added into a solution of lithium aluminium tetrahydride (530 mg, 13.95 mmol, 5.00 equiv) in tetrahydrofuran (30 mL) dropwise with stirring at room temperature. The resulting solution was heated to reflux for 30 min in an oil bath. The reaction was then quenched by the addition of 20 mL of tetrahydrofur... Reactants: O (H2O), C1=CC=C(C=C1)COC(=O)Cl (Cbz-Cl), C(C1=CC=CC=C1)OC[C@H]1[C@@H]([C@@H](N[C@@H]1CO)C1=CC=CC=C1)C(=O)OC ((2R*,3S*,4S*,5S*)-4-benzyloxymethyl-5-hydroxymethyl-3-methoxycarbonyl-2-phenylpyrrolidine), [OH-].[Na+] (NaOH), ClC(=O)OCC1=CC=CC=C1 (benzyl chloroformate). Run at time 8 hour. Isolated yield 112.0%. Yields the product C(C1=CC=CC=C1)OC(=O)N1[C@H]([C@H]([C@@H]([C@H]1CO)COCC1=CC=CC=C1)C(=O)OC)C1=CC=CC=C1 ((2R*,3S*,4S*,5S*)-1-Benzyloxycarbonyl-4-benzyloxymethyl-5-hydroxymethyl-3-methoxycarbonyl-2-phenylpyrrolidine). Solvent: CCOC(=O)C (AcOEt), COCCOC (DME). Reported procedure: To a stirred and ice-cooled suspension of (2R*,3S*,4S*,5S*)-4-benzyloxymethyl-5-hydroxymethyl-3-methoxycarbonyl-2-phenylpyrrolidine semifumarate (12.0 g, 29.0 mmol) in 1M NaOH aqueous solution (70.0 ml, 70.0 mmol) and DME (40 ml) was added benzyl chloroformate (Cbz-Cl, 4.97 ml, d1.195, 34.8 mmol) rapidly. After the heterogeneous white reaction mixture was stirred with ice-cooling for an hour, H2O (40 ml) and AcOEt(40 ml) was added to dissolve the white solids, and then a further amount of Cbz-Cl... As a reaction SMILES: [CH2:1]([O:8][CH2:9][C@@H:10]1[C@@H:14]([CH2:15][OH:16])[NH:13][C@@H:12]([C:17]2[CH:22]=[CH:21][CH:20]=[CH:19][CH:18]=2)[C@H:11]1[C:23]([O:25][CH3:26])=[O:24])[C:2]1[CH:7]=[CH:6][CH:5]=[CH:4][CH:3]=1.[OH-].[Na+].Cl[C:30]([O:32][CH2:33][C:34]1[CH:39]=[CH:38][CH:37]=[CH:36][CH:35]=1)=[O:31].O>COCCOC.CCOC(C)=O>[CH2:33]([O:32][C:30]([N:13]1[C@H:14]([CH2:15][OH:16])[C@@H:10]([CH2:9][O:8][CH2:1][C:2]2[CH:3]=[CH:4][CH:5]=[CH:6][CH:7]=2)[C@H:11]([C:23]([O:25][CH3:26])=[O:24])[C@@H:12]1[C:17]1[CH:18]=[CH:19][CH:20]=[CH:21][CH:22]=1)=[O:31])[C:34]1[CH:39]=[CH:38][CH:37]=[CH:36][CH:35]=1 |f:1.2|.